From a dataset of the Open Reaction Database (ORD), a public repository of structured organic reaction records. describe an organic reaction: reactants, conditions, products, and yield Starting materials: CCCCCCC, COc1cc(C)ccc1C, O=C1CCC(=O)N1Br, CN(C)C=O, O. Product: COc1cc(C)c(Br)cc1C. As a reaction SMILES: [CH3:20][CH2:21][CH2:22][CH2:23][CH2:24][CH2:25][CH3:26].[CH3:9][c:10]1[c:11]([O:17][CH3:18])[cH:12][c:13]([CH3:16])[cH:14][cH:15]1.[O:1]=[C:2]1[N:3]([Br:8])[C:4](=[O:5])[CH2:6][CH2:7]1.[O:27]=[CH:28][N:29]([CH3:30])[CH3:31].[OH2:19]>>[Br:8][c:14]1[c:13]([CH3:16])[cH:12][c:11]([O:17][CH3:18])[c:10]([CH3:9])[cH:15]1. Reactants: O=C(Cl)c1ccccc1, CC(C)(CN)c1ccccc1, ClCCl, Cl. The product is CC(C)(CNC(=O)c1ccccc1)c1ccccc1. As a reaction SMILES: [C:1]([c:2]1[cH:3][cH:4][cH:5][cH:6][cH:7]1)(=[O:8])[Cl:9].[CH3:11][C:12]([CH2:13][NH2:14])([CH3:15])[c:16]1[cH:17][cH:18][cH:19][cH:20][cH:21]1.[Cl:22][CH2:23][Cl:24].[ClH:10]>>[C:1]([c:2]1[cH:3][cH:4][cH:5][cH:6][cH:7]1)(=[O:8])[NH:14][CH2:13][C:12]([CH3:11])([CH3:15])[c:16]1[cH:17][cH:18][cH:19][cH:20][cH:21]1. Starting materials: COC(=O)c1nn2c(C)cn(C)c(=O)c2c1OCc1ccccc1, ClC(Cl)Cl, O=C(O)C(F)(F)F. The product is COC(=O)c1nn2c(C)cn(C)c(=O)c2c1O. As a reaction SMILES: [CH2:1]([c:2]1[cH:3][cH:4][cH:5][cH:6][cH:7]1)[O:8][c:9]1[c:10]([C:21](=[O:22])[O:23][CH3:24])[n:11][n:12]2[c:13]1[c:14](=[O:20])[n:15]([CH3:19])[cH:16][c:17]2[CH3:18].[Cl:32][CH:33]([Cl:34])[Cl:35].[F:25][C:26]([F:27])([F:28])[C:29]([OH:30])=[O:31]>>[OH:8][c:9]1[c:10]([C:21](=[O:22])[O:23][CH3:24])[n:11][n:12]2[c:13]1[c:14](=[O:20])[n:15]([CH3:19])[cH:16][c:17]2[CH3:18]. Starting materials: [Si](C)(C)(C)C#C (TMS-Acetylene), BrC=1C=C(CN(C(OC(C)(C)C)=O)C)C=CC1 (tert-butyl 3-bromobenzyl(methyl)carbamate), palladium dichlorobistriphenylphosphine. Reagents/catalysts: [Cu]I (CuI). Run in C(C)N(CC)CC (triethylamine). Run at temperature 70 celsius. The product is C(C)(C)(C)OC(N(CC1=CC(=CC=C1)C#C[Si](C)(C)C)C)=O (Methyl-(3-trimethylsilanylethynyl-benzyl)-carbamic acid tert-butyl ester). As a reaction SMILES: [Si:1]([C:5]#[CH:6])([CH3:4])([CH3:3])[CH3:2].Br[C:8]1[CH:9]=[C:10]([CH:21]=[CH:22][CH:23]=1)[CH2:11][N:12]([CH3:20])[C:13](=[O:19])[O:14][C:15]([CH3:18])([CH3:17])[CH3:16]>C(N(CC)CC)C.[Cu]I>[C:15]([O:14][C:13](=[O:19])[N:12]([CH3:20])[CH2:11][C:10]1[CH:9]=[CH:8][CH:23]=[C:22]([C:6]#[C:5][Si:1]([CH3:4])([CH3:3])[CH3:2])[CH:21]=1)([CH3:18])([CH3:17])[CH3:16]. Reported procedure: TMS-Acetylene (2.2 mL, 15.0 mmol) was added dropwise to commercially available tert-butyl 3-bromobenzyl(methyl)carbamate (3.0 g, 10 mmol), CuI (100 mg, 0.5 mmol) and palladium dichlorobistriphenylphosphine (210 mg, 0.3 mmol) in triethylamine (30 mL) at room temperature under a nitrogen atmosphere. The reaction mixture was heated to 70° C. for 12 hrs before cooling to room temperature and evaporating in vacuo. The residue was triturated with diethyl ether (30 mL), filtered and the filtrate evapor... Reactants: N1C(=NC=C1)CC1=CC=C(S1)C(CCC(=O)O)=O (4-[5-(1-imidazolylmethyl)-thien-2-yl]-4-oxobutyric acid), C1(=CC=CC=C1)NN (phenylhydrazine), O (water). Run in C(C)O (ethanol). Conditions: time 10 hour. Product: N1C(=NC=C1)CC1=CC=C(S1)C=1CCC(N(N1)C1=CC=CC=C1)=O (6-[5-(1-Imidazolylmethyl)-thien-2-yl]-3-oxo-2-phenyl-2,3,4,5-tetrahydro-pyridazine). RXN SMILES: [NH:1]1[CH:5]=[CH:4][N:3]=[C:2]1[CH2:6][C:7]1[S:11][C:10]([C:12](=O)[CH2:13][CH2:14][C:15]([OH:17])=O)=[CH:9][CH:8]=1.[C:19]1([NH:25][NH2:26])[CH:24]=[CH:23][CH:22]=[CH:21][CH:20]=1.O>C(O)C>[NH:3]1[CH:4]=[CH:5][N:1]=[C:2]1[CH2:6][C:7]1[S:11][C:10]([C:12]2[CH2:13][CH2:14][C:15](=[O:17])[N:25]([C:19]3[CH:24]=[CH:23][CH:22]=[CH:21][CH:20]=3)[N:26]=2)=[CH:9][CH:8]=1. Reported procedure: A mixture of 2.64 g of 4-[5-(1-imidazolylmethyl)-thien-2-yl]-4-oxobutyric acid, 1.12 g phenylhydrazine, 40 ml water and 40 ml ethanol was stirred for 10 hours under reflux. After cooling the mixture was evaporated, the residue shaken with chloroform/dilute caustic soda solution, the chloroform phase washed with water, dried and evaporated. The residue was recrystallized from diisopropyl ether/ethyl acetate.